This data is from the Open Reaction Database (ORD), a public repository of structured organic reaction records. The task is: describe an organic reaction: reactants, conditions, products, and yield Starting materials: C1(=CC=CC=C1)P(C1=CC=CC=C1)C1=CC=CC=C1 (triphenylphosphine), stainless steel, CC(=O)CC(C)C (methylisobutylketone), [H][H] (hydrogen), [C]=O (carbon monoxide). Reagents/catalysts: [Co](Br)Br (cobalt bromide). Solvent: CN1C(CCC1)=O (N-methyl-2-pyrrolidone), CC(=O)C (acetone), CC(=O)C (acetone), C(C)(C)O (isopropanol). Run at time 2 hour. Product: CC(=O)CCCCC (methylpentylketone), C(C(C)C)C(=O)CC(C)C (diisobutylketone), O=C(C)C=C(C)C (mesityl oxide). RXN SMILES: [C:1]1(P(C2C=CC=CC=2)C2C=CC=CC=2)[CH:6]=CC=C[CH:2]=1.[H][H].[C]=O.[CH3:24][C:25]([CH2:27][CH:28]([CH3:30])[CH3:29])=[O:26]>[Co](Br)Br.C(O)(C)C.CC(C)=O.CN1CCCC1=O>[CH3:24][C:25]([CH2:27][CH2:28][CH2:30][CH2:1][CH3:2])=[O:26].[CH2:27]([C:25]([CH2:24][CH:1]([CH3:6])[CH3:2])=[O:26])[CH:28]([CH3:30])[CH3:29].[O:26]=[C:25]([CH:27]=[C:28]([CH3:30])[CH3:29])[CH3:24] |^3:21|. Reported procedure: 10 g of acetone, 2 g of cobalt bromide (CoBr.6H2O), 2 g of triphenylphosphine and 5 g of N-methyl-2-pyrrolidone were added to a shaking-type, stainless steel autoclave having a net capacity of 100 ml, and a mixed gas of hydrogen and carbon monoxide (molar ratio of H2 /CO=1) were introduced thereto under a pressure of 180 kg/cm2 gage, and reaction was carried out at 250° C. for two hours. As a result, a selectivity to methylisobutylketone of 75% was obtained with an acetone conversion of 48.6% by... Reactants: ClCCl, COC(C)(C)C, COc1cccc(O)c1, [Cl-], [Cl-], [Cl-], [Cl-], [Zr+4]. Yields the product COc1cc(O)ccc1C(C)(C)C. Reaction SMILES: [CH2:16]([Cl:17])[Cl:18].[CH3:1][O:2][C:3]([CH3:4])([CH3:5])[CH3:6].[CH3:7][O:8][c:9]1[cH:10][cH:11][cH:12][c:13]([OH:14])[cH:15]1.[Cl-:19].[Cl-:20].[Cl-:21].[Cl-:22].[Zr+4:23]>>[C:3]([CH3:4])([CH3:5])([CH3:6])[c:10]1[c:9]([O:8][CH3:7])[cH:15][c:13]([OH:14])[cH:12][cH:11]1. Reactants: C1CCOC1, CN, Cc1ccccc1, Cl, Cl, O=C(O)c1ccc(-c2cnc3ncc(Cc4ccc5ncccc5c4)n3n2)cc1F, [Na+], [Na+], O=C([O-])[O-], O, O=S(Cl)Cl. As a reaction SMILES: [CH2:45]1[O:46][CH2:47][CH2:48][CH2:49]1.[CH3:37][NH2:38].[CH3:51][c:52]1[cH:53][cH:54][cH:55][cH:56][cH:57]1.[ClH:1].[ClH:2].[F:3][c:4]1[c:5]([C:6](=[O:7])[OH:8])[cH:9][cH:10][c:11](-[c:13]2[cH:14][n:15][c:16]3[n:17]([n:18]2)[c:19]([CH2:22][c:23]2[cH:24][c:25]4[cH:26][cH:27][cH:28][n:29][c:30]4[cH:31][cH:32]2)[cH:20][n:21]3)[cH:12]1.[Na+:39].[Na+:40].[O-:41][C:42](=[O:43])[O-:44].[OH2:50].[S:33]([Cl:34])([Cl:35])=[O:36]>>[F:3][c:4]1[c:5]([C:6](=[O:7])[NH:38][CH3:37])[cH:9][cH:10][c:11](-[c:13]2[cH:14][n:15][c:16]3[n:17]([n:18]2)[c:19]([CH2:22][c:23]2[cH:24][c:25]4[cH:26][cH:27][cH:28][n:29][c:30]4[cH:31][cH:32]2)[cH:20][n:21]3)[cH:12]1. Yields the product CNC(=O)c1ccc(-c2cnc3ncc(Cc4ccc5ncccc5c4)n3n2)cc1F. Starting materials: BrC=1C(=NC2=CC=C(C=C2N1)C(=O)OC)C1=CC=CC=C1 (methyl 3-bromo-2-phenylquinoxaline-6-carboxylate), BrC1=C(C=C(C=C1)OC)CCCN (3-(2-bromo-5-methoxyphenyl)propan-1-amine). Run in CCCCO (n-BuOH). Run at temperature 100 celsius, time 8 hour. Product: BrC1=C(C=C(C=C1)OC)CCCNC=1C(=NC2=CC=C(C=C2N1)C(=O)OC)C1=CC=CC=C1 (Methyl 3-(3-(2-bromo-5-methoxyphenyl)propylamino)-2-phenylquinoxaline-6-carboxylate). As a reaction SMILES: Br[C:2]1[C:3]([C:16]2[CH:21]=[CH:20][CH:19]=[CH:18][CH:17]=2)=[N:4][C:5]2[C:10]([N:11]=1)=[CH:9][C:8]([C:12]([O:14][CH3:15])=[O:13])=[CH:7][CH:6]=2.[Br:22][C:23]1[CH:28]=[CH:27][C:26]([O:29][CH3:30])=[CH:25][C:24]=1[CH2:31][CH2:32][CH2:33][NH2:34]>CCCCO>[Br:22][C:23]1[CH:28]=[CH:27][C:26]([O:29][CH3:30])=[CH:25][C:24]=1[CH2:31][CH2:32][CH2:33][NH:34][C:2]1[C:3]([C:16]2[CH:21]=[CH:20][CH:19]=[CH:18][CH:17]=2)=[N:4][C:5]2[C:10]([N:11]=1)=[CH:9][C:8]([C:12]([O:14][CH3:15])=[O:13])=[CH:7][CH:6]=2. Procedure details: Into a 8-mL sealed tube, was placed methyl 3-bromo-2-phenylquinoxaline-6-carboxylate (200 mg, 0.58 mmol, 1.00 equiv), 3-(2-bromo-5-methoxyphenyl)propan-1-amine (1.14 g, 2.35 mmol, 4.00 equiv, 50%), n-BuOH (3 mL). The resulting solution was stirred overnight at 100° C. in an oil bath. The resulting mixture was concentrated under vacuum. The residue was applied onto a silica gel column with ethyl acetate/petroleum ether (1:50). This resulted in 245 mg (83%) of methyl 3-(3-(2-bromo-5-methoxyphenyl)... Reactants: O (water), C(C1=CC=CC=C1)=O (benzaldehyde), Br (hydrobromic acid), C1(CC1)CN(C(=S)N)C1=CC=C(C=C1)OC (N-cyclopropylmethyl-N-(p-methoxyphenyl) thiourea). Run in C1(=CC=CC=C1)C (toluene). Yields the product C1(CC1)CN1C(NC(C2=CC(=CC=C12)OC)C1=CC=CC=C1)=S (1-cyclopropylmethyl-4-phenyl-6-methoxy-3,4-dihydro-2(1H)-quinazolinethione). Yield: 71.8%. As a reaction SMILES: [CH:1]1([CH2:4][N:5]([C:9]2[CH:14]=[CH:13][C:12]([O:15][CH3:16])=[CH:11][CH:10]=2)[C:6]([NH2:8])=[S:7])[CH2:3][CH2:2]1.[CH:17](=O)[C:18]1[CH:23]=[CH:22][CH:21]=[CH:20][CH:19]=1.Br.O>C1(C)C=CC=CC=1>[CH:1]1([CH2:4][N:5]2[C:9]3[C:10](=[CH:11][C:12]([O:15][CH3:16])=[CH:13][CH:14]=3)[CH:17]([C:18]3[CH:23]=[CH:22][CH:21]=[CH:20][CH:19]=3)[NH:8][C:6]2=[S:7])[CH2:3][CH2:2]1. Procedure details: To a suspension of 2.36 g (0.01 mole) of N-cyclopropylmethyl-N-(p-methoxyphenyl) thiourea in 30 ml of toluene were added 1.21 g (0.011 mole) of benzaldehyde and 0.84 g (0.005 mole) of 48% hydrobromic acid. The resulting mixture was heated under reflux for 6 hours using a water separator. After cooling, the reaction mixture was washed with dilute hydrochloric acid and then with water, and dried over anhydrous sodium sulfate. The solvent was removed under reduced pressure and the residue was recry...